Dataset: the Open Reaction Database (ORD), a public repository of structured organic reaction records. Task: describe an organic reaction: reactants, conditions, products, and yield Starting materials: BrC1CC(CCC1=O)C(=O)OCC (ethyl 3-bromo-4-oxo-cyclohexanecarboxylate), C(C1=CC=CC=C1)(=O)N (benzamide), ClC(C)Cl (dichloroethane). Solvent: C(Cl)Cl (DCM). Conditions: temperature 120 celsius, time 8 hour. Product: C1(=CC=CC=C1)C=1OC2=C(N1)CCC(C2)C(=O)OCC (ethyl 2-phenyl-4,5,6,7-tetrahydro-benzoxazole-6-carboxylate). Reaction SMILES: Br[CH:2]1[C:7](=O)[CH2:6][CH2:5][CH:4]([C:9]([O:11][CH2:12][CH3:13])=[O:10])[CH2:3]1.[C:14]([NH2:22])(=[O:21])[C:15]1[CH:20]=[CH:19][CH:18]=[CH:17][CH:16]=1.ClC(Cl)C>C(Cl)Cl>[C:15]1([C:14]2[O:21][C:2]3[CH2:3][CH:4]([C:9]([O:11][CH2:12][CH3:13])=[O:10])[CH2:5][CH2:6][C:7]=3[N:22]=2)[CH:20]=[CH:19][CH:18]=[CH:17][CH:16]=1. Procedure: 16.0 g (64.23 mmol) ethyl 3-bromo-4-oxo-cyclohexanecarboxylate are combined with 7.8 g (64.39 mmol) benzamide and 50 ml of dichloroethane in a pressure vessel and stirred overnight at 120° C. The reaction mixture is diluted with DCM and washed 2× with 5% potassium carbonate solution as well as 1× with sat. saline solution. The org. phase is dried on magnesium sulphate and the solv. is eliminated completely in vacuo, the residue is purified through silica gel (eluant cyclohexane/EA). Reactants: CCO, CCOC(=O)c1cn(CCOCCOC)c(=O)cc1Nc1ccc(I)cc1F, [Na+], [OH-]. Yields the product COCCOCCn1cc(C(=O)O)c(Nc2ccc(I)cc2F)cc1=O. RXN SMILES: [CH3:31][CH2:32][OH:33].[F:1][c:2]1[c:3]([NH:4][c:5]2[c:6]([C:19](=[O:20])[O:21][CH2:22][CH3:23])[cH:7][n:8]([CH2:12][CH2:13][O:14][CH2:15][CH2:16][O:17][CH3:18])[c:9](=[O:11])[cH:10]2)[cH:24][cH:25][c:26]([I:28])[cH:27]1.[Na+:30].[OH-:29]>>[F:1][c:2]1[c:3]([NH:4][c:5]2[c:6]([C:19](=[O:20])[OH:21])[cH:7][n:8]([CH2:12][CH2:13][O:14][CH2:15][CH2:16][O:17][CH3:18])[c:9](=[O:11])[cH:10]2)[cH:24][cH:25][c:26]([I:28])[cH:27]1. Reactants: O=C(O)Cc1cc(Cl)ccc1OCc1ccccc1, CCN=C=NCCCN(C)C, CNOC, CCN(C(C)C)C(C)C, Cl, Cl, CN(C)C=O, On1nnc2ccccc21. Product: CON(C)C(=O)Cc1cc(Cl)ccc1OCc1ccccc1. Reaction SMILES: [CH2:13]([c:14]1[cH:15][cH:16][cH:17][cH:18][cH:19]1)[O:20][c:21]1[c:22]([CH2:28][C:29](=[O:30])[OH:31])[cH:23][c:24]([Cl:27])[cH:25][cH:26]1.[CH3:2][N:3]([CH3:4])[CH2:5][CH2:6][CH2:7][N:8]=[C:9]=[N:10][CH2:11][CH3:12].[CH3:33][NH:34][O:35][CH3:36].[CH:47]([N:48]([CH2:49][CH3:50])[CH:51]([CH3:52])[CH3:53])([CH3:54])[CH3:55].[ClH:1].[ClH:32].[O:56]=[CH:57][N:58]([CH3:59])[CH3:60].[OH:37][n:38]1[c:39]2[cH:40][cH:41][cH:42][cH:43][c:44]2[n:45][n:46]1>>[CH2:13]([c:14]1[cH:15][cH:16][cH:17][cH:18][cH:19]1)[O:20][c:21]1[c:22]([CH2:28][C:29](=[O:31])[N:34]([CH3:33])[O:35][CH3:36])[cH:23][c:24]([Cl:27])[cH:25][cH:26]1. Reactants: O=S(=O)(Cl)c1ccc(Br)cc1, ClCCl, NCCN1CCCC1. Product: O=S(=O)(NCCN1CCCC1)c1ccc(Br)cc1. RXN SMILES: [Br:1][c:2]1[cH:3][cH:4][c:5]([S:8](=[O:9])(=[O:10])[Cl:11])[cH:6][cH:7]1.[Cl:20][CH2:21][Cl:22].[N:12]1([CH2:17][CH2:18][NH2:19])[CH2:13][CH2:14][CH2:15][CH2:16]1>>[Br:1][c:2]1[cH:3][cH:4][c:5]([S:8](=[O:9])(=[O:10])[NH:19][CH2:18][CH2:17][N:12]2[CH2:13][CH2:14][CH2:15][CH2:16]2)[cH:6][cH:7]1. The reactants are CC(c1ccc(Br)cc1)N1CCCC(CCCO)(c2ccccc2)NC1=O, CC(C)=O. Product: CC(c1ccc(Br)cc1)N1CCCC(CCC(=O)O)(c2ccccc2)NC1=O. RXN SMILES: [Br:1][c:2]1[cH:3][cH:4][c:5]([CH:8]([CH3:9])[N:10]2[C:11](=[O:27])[NH:12][C:13]([c:17]3[cH:18][cH:19][cH:20][cH:21][cH:22]3)([CH2:23][CH2:24][CH2:25][OH:26])[CH2:14][CH2:15][CH2:16]2)[cH:6][cH:7]1.[CH3:28][C:29]([CH3:30])=[O:31]>>[Br:1][c:2]1[cH:3][cH:4][c:5]([CH:8]([CH3:9])[N:10]2[C:11](=[O:27])[NH:12][C:13]([c:17]3[cH:18][cH:19][cH:20][cH:21][cH:22]3)([CH2:23][CH2:24][C:25](=[O:26])[OH:31])[CH2:14][CH2:15][CH2:16]2)[cH:6][cH:7]1. The reactants are CCCc1nc(C)c(Br)c(=O)n1Cc1ccc(-c2ccccc2C#N)cc1F, O=C([O-])[O-], C1COCCO1, CCOC(C)=O, CC(C)Oc1ccc(B(O)O)cc1, [Cs+], [Cs+]. Yields the product CCCc1nc(C)c(-c2ccc(OC(C)C)cc2)c(=O)n1Cc1ccc(-c2ccccc2C#N)cc1F. As a reaction SMILES: [Br:1][c:2]1[c:3]([CH3:28])[n:4][c:5]([CH2:25][CH2:26][CH3:27])[n:6]([CH2:9][c:10]2[c:11]([F:24])[cH:12][c:13](-[c:16]3[c:17]([C:22]#[N:23])[cH:18][cH:19][cH:20][cH:21]3)[cH:14][cH:15]2)[c:7]1=[O:8].[C:42](=[O:43])([O-:44])[O-:45].[CH2:48]1[O:49][CH2:50][CH2:51][O:52][CH2:53]1.[CH3:54][CH2:55][O:56][C:57](=[O:58])[CH3:59].[CH:29]([CH3:30])([CH3:31])[O:32][c:33]1[cH:34][cH:35][c:36]([B:39]([OH:40])[OH:41])[cH:37][cH:38]1.[Cs+:46].[Cs+:47]>>[c:2]1(-[c:36]2[cH:35][cH:34][c:33]([O:32][CH:29]([CH3:30])[CH3:31])[cH:38][cH:37]2)[c:3]([CH3:28])[n:4][c:5]([CH2:25][CH2:26][CH3:27])[n:6]([CH2:9][c:10]2[c:11]([F:24])[cH:12][c:13](-[c:16]3[c:17]([C:22]#[N:23])[cH:18][cH:19][cH:20][cH:21]3)[cH:14][cH:15]2)[c:7]1=[O:8]. The reactants are ClCCl, Cc1nccn1-c1ccc(Nc2nc3c(c(Cc4ccccc4F)n2)CN(C(=O)OC(C)(C)C)CC3)cc1, O=C(O)C(F)(F)F, [Na+], O=C([O-])O. Yields the product Cc1nccn1-c1ccc(Nc2nc3c(c(Cc4ccccc4F)n2)CNCC3)cc1. As a reaction SMILES: [Cl:51][CH2:52][Cl:53].[F:1][c:2]1[c:3]([CH2:4][c:5]2[c:6]3[c:7]([n:8][c:9]([NH:11][c:12]4[cH:13][cH:14][c:15](-[n:18]5[c:19]([CH3:23])[n:20][cH:21][cH:22]5)[cH:16][cH:17]4)[n:10]2)[CH2:24][CH2:25][N:26]([C:28]([O:29][C:30]([CH3:31])([CH3:32])[CH3:33])=[O:34])[CH2:27]3)[cH:35][cH:36][cH:37][cH:38]1.[F:39][C:40]([F:41])([F:42])[C:43]([OH:44])=[O:45].[Na+:50].[O-:46][C:47]([OH:48])=[O:49]>>[F:1][c:2]1[c:3]([CH2:4][c:5]2[c:6]3[c:7]([n:8][c:9]([NH:11][c:12]4[cH:13][cH:14][c:15](-[n:18]5[c:19]([CH3:23])[n:20][cH:21][cH:22]5)[cH:16][cH:17]4)[n:10]2)[CH2:24][CH2:25][NH:26][CH2:27]3)[cH:35][cH:36][cH:37][cH:38]1.